describe an organic reaction: reactants, conditions, products, and yield From a dataset of the Open Reaction Database (ORD), a public repository of structured organic reaction records. Starting materials: FC1=C(C=CC(=C1)F)C(C(C(=O)OCC)(F)F)(CN1N=CN=C1)O (ethyl 3-(2,4-difluorophenyl)-2,2-difluoro-3-hydroxy-4-(1H-1,2,4-triazol-1-yl)butyrate), N (ammonia). Solvent: C(C)O (ethanol). Product: FC1=C(C=CC(=C1)F)C(C(C(=O)N)(F)F)(CN1N=CN=C1)O (3-(2,4-difluorophenyl)-2,2-difluoro-3-hydroxy-4-(1H-1,2,4-triazol-1-yl)butanamide). RXN SMILES: [F:1][C:2]1[CH:7]=[C:6]([F:8])[CH:5]=[CH:4][C:3]=1[C:9]([OH:24])([CH2:18][N:19]1[CH:23]=[N:22][CH:21]=[N:20]1)[C:10]([F:17])([F:16])[C:11](OCC)=[O:12].[NH3:25]>C(O)C>[F:1][C:2]1[CH:7]=[C:6]([F:8])[CH:5]=[CH:4][C:3]=1[C:9]([OH:24])([CH2:18][N:19]1[CH:23]=[N:22][CH:21]=[N:20]1)[C:10]([F:17])([F:16])[C:11]([NH2:25])=[O:12]. Reported procedure: In 30 ml of ethanol was dissolved 3.0 g of ethyl 3-(2,4-difluorophenyl)-2,2-difluoro-3-hydroxy-4-(1H-1,2,4-triazol-1-yl)butyrate. To the resulting solution was added 6 ml of concentrated aqueous ammonia. The resulting mixture was subjected to reaction at 20°-25° C. for 5 hours. Then, the solvent was removed by distillation under reduced pressure. The residue obtained was purified by a column chromatography (eluant: chloroform/methanol=20/1) to obtain 2.1 g of 3-(2,4-difluorophenyl)-2,2-difluoro-... Starting materials: NCCO, COC(=O)C(C)Oc1cccc2ncnc(Nc3ccc4c(cnn4Cc4nccs4)c3)c12. Product: CC(Oc1cccc2ncnc(Nc3ccc4c(cnn4Cc4nccs4)c3)c12)C(=O)NCCO. RXN SMILES: [NH2:34][CH2:35][CH2:36][OH:37].[s:1]1[c:2]([CH2:6][n:7]2[n:8][cH:9][c:10]3[cH:11][c:12]([NH:16][c:17]4[n:18][cH:19][n:20][c:21]5[cH:22][cH:23][cH:24][c:25]([O:27][CH:28]([C:29](=[O:30])[O:31][CH3:32])[CH3:33])[c:26]45)[cH:13][cH:14][c:15]23)[n:3][cH:4][cH:5]1>>[s:1]1[c:2]([CH2:6][n:7]2[n:8][cH:9][c:10]3[cH:11][c:12]([NH:16][c:17]4[n:18][cH:19][n:20][c:21]5[cH:22][cH:23][cH:24][c:25]([O:27][CH:28]([C:29](=[O:30])[NH:34][CH2:35][CH2:36][OH:37])[CH3:33])[c:26]45)[cH:13][cH:14][c:15]23)[n:3][cH:4][cH:5]1. The reactants are CCOC(C)=O, CC1(C)OC2C(COc3ncccc3OCc3ccccc3)OC(n3cnc4c(NC(=O)Nc5ccccc5)ncnc43)C2O1, CO. As a reaction SMILES: [C:46]([O:47][CH2:48][CH3:49])(=[O:50])[CH3:51].[CH2:1]([c:2]1[cH:3][cH:4][cH:5][cH:6][cH:7]1)[O:8][c:9]1[c:10]([O:15][CH2:16][CH:17]2[O:18][CH:19]([n:27]3[c:28]4[n:29][cH:30][n:31][c:32]([NH:36][C:37](=[O:38])[NH:39][c:40]5[cH:41][cH:42][cH:43][cH:44][cH:45]5)[c:33]4[n:34][cH:35]3)[CH:20]3[CH:21]2[O:22][C:23]([CH3:25])([CH3:26])[O:24]3)[n:11][cH:12][cH:13][cH:14]1.[CH3:52][OH:53]>>[OH:8][c:9]1[c:10]([O:15][CH2:16][CH:17]2[O:18][CH:19]([n:27]3[c:28]4[n:29][cH:30][n:31][c:32]([NH:36][C:37](=[O:38])[NH:39][c:40]5[cH:41][cH:42][cH:43][cH:44][cH:45]5)[c:33]4[n:34][cH:35]3)[CH:20]3[CH:21]2[O:22][C:23]([CH3:25])([CH3:26])[O:24]3)[n:11][cH:12][cH:13][cH:14]1. The product is CC1(C)OC2C(COc3ncccc3O)OC(n3cnc4c(NC(=O)Nc5ccccc5)ncnc43)C2O1. Starting materials: CC(Nc1nccc(-n2cc(Br)nc2-c2ccc(F)cc2)n1)c1ccccc1, O=C([O-])[O-], C[Sn](C)(C)c1ccncc1, [Na+], [Na+], Cl[Pd]Cl, c1ccc(P(c2ccccc2)c2ccccc2)cc1, c1ccc(P(c2ccccc2)c2ccccc2)cc1. Yields the product CC(Nc1nccc(-n2cc(-c3ccncc3)nc2-c2ccc(F)cc2)n1)c1ccccc1. RXN SMILES: [Br:1][c:2]1[n:3][c:4](-[c:22]2[cH:23][cH:24][c:25]([F:28])[cH:26][cH:27]2)[n:5](-[c:7]2[n:8][c:9]([NH:13][CH:14]([CH3:15])[c:16]3[cH:17][cH:18][cH:19][cH:20][cH:21]3)[n:10][cH:11][cH:12]2)[cH:6]1.[C:39](=[O:40])([O-:41])[O-:42].[CH3:29][Sn:30]([c:31]1[cH:32][cH:33][n:34][cH:35][cH:36]1)([CH3:37])[CH3:38].[Na+:43].[Na+:44].[Pd:45]([Cl:46])[Cl:47].[c:48]1([P:49]([c:50]2[cH:51][cH:52][cH:53][cH:54][cH:55]2)[c:56]2[cH:57][cH:58][cH:59][cH:60][cH:61]2)[cH:62][cH:63][cH:64][cH:65][cH:66]1.[c:67]1([P:68]([c:69]2[cH:70][cH:71][cH:72][cH:73][cH:74]2)[c:75]2[cH:76][cH:77][cH:78][cH:79][cH:80]2)[cH:81][cH:82][cH:83][cH:84][cH:85]1>>[c:2]1(-[c:31]2[cH:32][cH:33][n:34][cH:35][cH:36]2)[n:3][c:4](-[c:22]2[cH:23][cH:24][c:25]([F:28])[cH:26][cH:27]2)[n:5](-[c:7]2[n:8][c:9]([NH:13][CH:14]([CH3:15])[c:16]3[cH:17][cH:18][cH:19][cH:20][cH:21]3)[n:10][cH:11][cH:12]2)[cH:6]1. Reactants: ClC1=CC(=C(C=C1OC)N=C1OC(C2N1CCCC2)C)F (3-(4-Chloro-2-fluoro-5-methoxyphenylimino)-1-methylhexahydro-3H-oxazolo[3,4-a]pyridine), Br (hydrobromic acid), [OH-].[Na+] (caustic soda). The product is ClC1=CC(=C(C=C1O)N=C1OC(C2N1CCCC2)C)F (3-(4-Chloro-2-fluoro-5-hydroxyphenylimino)-1-methylhexahydro-3H-oxazolo[3,4-a]pyridine). As a reaction SMILES: [Cl:1][C:2]1[C:7]([O:8]C)=[CH:6][C:5]([N:10]=[C:11]2[N:15]3[CH2:16][CH2:17][CH2:18][CH2:19][CH:14]3[CH:13]([CH3:20])[O:12]2)=[C:4]([F:21])[CH:3]=1.Br.[OH-].[Na+]>>[Cl:1][C:2]1[C:7]([OH:8])=[CH:6][C:5]([N:10]=[C:11]2[N:15]3[CH2:16][CH2:17][CH2:18][CH2:19][CH:14]3[CH:13]([CH3:20])[O:12]2)=[C:4]([F:21])[CH:3]=1 |f:2.3|. Procedure: 14.4 g 3-(4-Chloro-2-fluoro-5-methoxyphenylimino)-1-methylhexahydro-3H-oxazolo[3,4-a]pyridine was heated under reflux with 25 ml 48% hydrobromic acid for 5 hours. After cooling it was neutralised with 40% caustic soda and extracted with ethyl acetate. The organic phase was dried over magnesium sulphate, concentrated and the residue recrystallised from petroleum ether. Yields the product OC1=C(C=CC=C1)CCNC1C=2C=CC(=NC2CCC1)C(=O)OCC (rac-Ethyl 5-{[2-(2-hydroxyphenyl)ethyl]amino}-5,6,7,8-tetrahydroquinoline-2-carboxylate). Starting materials: C([O-])(O)=O.[Na+] (sodium bicarbonate), C(C)O (ethanol), solution, Cl (hydrogen chloride), OC1=C(C=CC=C1)CCNC1C=2C=CC(=NC2CCC1)C(=O)O (5-{[2-(2-hydroxyphenyl)ethyl]amino}-5,6,7,8-tetrahydroquinoline-2-carboxylic acid). Procedure: 645 ml of anhydrous ethanol and 52 ml of a 4 N solution of hydrogen chloride in dioxane were added to 25.8 g (82.59 mmol) of 5-{[2-(2-hydroxyphenyl)ethyl]amino}-5,6,7,8-tetrahydroquinoline-2-carboxylic acid, and the mixture was stirred under reflux overnight. The reaction solution was then cooled to room temperature, and first ethyl acetate and then, slowly, saturated aqueous sodium bicarbonate solution were added. Subsequently, the organic phase was separated off, dried over sodium sulphate, fi... RXN SMILES: [CH2:1](O)[CH3:2].Cl.[OH:5][C:6]1[CH:11]=[CH:10][CH:9]=[CH:8][C:7]=1[CH2:12][CH2:13][NH:14][CH:15]1[CH2:24][CH2:23][CH2:22][C:21]2[N:20]=[C:19]([C:25]([OH:27])=[O:26])[CH:18]=[CH:17][C:16]1=2.C(=O)(O)[O-].[Na+]>O1CCOCC1.C(OCC)(=O)C>[OH:5][C:6]1[CH:11]=[CH:10][CH:9]=[CH:8][C:7]=1[CH2:12][CH2:13][NH:14][CH:15]1[CH2:24][CH2:23][CH2:22][C:21]2[N:20]=[C:19]([C:25]([O:27][CH2:1][CH3:2])=[O:26])[CH:18]=[CH:17][C:16]1=2 |f:3.4|. Run in C(C)(=O)OCC (ethyl acetate), O1CCOCC1 (dioxane). Starting materials: COc1ccc(S(=O)(=O)NC(C(=O)O)C(C)C)cc1, CCCCCCC, CO, CCOC(C)=O, O=S(Cl)Cl. The product is COC(=O)C(NS(=O)(=O)c1ccc(OC)cc1)C(C)C. Reaction SMILES: [CH3:1][O:2][c:3]1[cH:4][cH:5][c:6]([S:9](=[O:10])(=[O:11])[NH:12][CH:13]([CH:14]([CH3:15])[CH3:16])[C:17](=[O:18])[OH:19])[cH:7][cH:8]1.[CH3:24][CH2:25][CH2:26][CH2:27][CH2:28][CH2:29][CH3:30].[CH3:31][OH:32].[CH3:33][CH2:34][O:35][C:36](=[O:37])[CH3:38].[S:20]([Cl:21])([Cl:22])=[O:23]>>[CH3:1][O:2][c:3]1[cH:4][cH:5][c:6]([S:9](=[O:10])(=[O:11])[NH:12][CH:13]([CH:14]([CH3:15])[CH3:16])[C:17](=[O:18])[O:19][CH3:24])[cH:7][cH:8]1.